This data is from the Open Reaction Database (ORD), a public repository of structured organic reaction records. The task is: describe an organic reaction: reactants, conditions, products, and yield The reactants are FC1=C(C=CC(=C1)C1OC(C(O1)(C)C)(C)C)C1=CC=2OCCNC2N=C1 (7-(2-fluoro-4-(4,4,5,5-tetramethyl-1,3-dioxolan-2-yl)phenyl)-3,4-dihydro-2H-pyrido[3,2-b][1,4]oxazine), BrC1=C(C=CC=C1)S(=O)(=O)N[C@H](CO)C ((S)-2-bromo-N-(1-hydroxypropan-2-yl)benzenesulfonamide). Yields the product O1C2=C(NCC1)N=CC(=C2)C2=C(C=C(C=C2)C=2C(=CC=CC2)S(=O)(=O)N[C@H](CO)C)F (4′-(3,4-Dihydro-2H-pyrido[3,2-b][1,4]oxazin-7-yl)-3′-fluoro-N-[(1S)-2-hydroxy-1-methylethyl]biphenyl-2-sulfonamide). RXN SMILES: [F:1][C:2]1[CH:7]=[C:6]([CH:8]2OC(C)(C)C(C)(C)O2)[CH:5]=[CH:4][C:3]=1[C:17]1[CH:26]=[N:25][C:24]2[NH:23][CH2:22][CH2:21][O:20][C:19]=2[CH:18]=1.Br[C:28]1[CH:33]=[CH:32][CH:31]=C[C:29]=1[S:34]([NH:37][C@@H:38]([CH3:41])[CH2:39][OH:40])(=[O:36])=[O:35]>>[O:20]1[CH2:21][CH2:22][NH:23][C:24]2[N:25]=[CH:26][C:17]([C:3]3[CH:4]=[CH:5][C:6]([C:8]4[C:29]([S:34]([NH:37][C@@H:38]([CH3:41])[CH2:39][OH:40])(=[O:35])=[O:36])=[CH:28][CH:33]=[CH:32][CH:31]=4)=[CH:7][C:2]=3[F:1])=[CH:18][C:19]1=2. Procedure: The title compound was prepared in a manner similar to that described in Example 444 using 7-(2-fluoro-4-(4,4,5,5-tetramethyl-1,3-dioxolan-2-yl)phenyl)-3,4-dihydro-2H-pyrido[3,2-b][1,4]oxazine and (S)-2-bromo-N-(1-hydroxypropan-2-yl)benzenesulfonamide. MS (ESI): mass calcd. for C22H22FN3O4S, 443.13; m/z found, 444.1 [M+H]+. 1H NMR (400 MHz, CD3OD) δ 8.15-8.12 (m, 1H), 7.80 (m, 1H), 7.72 (d, J=1.3, 1H), 7.69-7.64 (m, 1H), 7.62-7.52 (m, 2H), 7.40-7.33 (m, 3H), 4.37 (t, J=4.6, 2H), 3.76-3.69 (m, 2H...